Dataset: the Open Reaction Database (ORD), a public repository of structured organic reaction records. Task: describe an organic reaction: reactants, conditions, products, and yield Isolated yield 86.0%. Starting materials: C[Si](O[SiH](C1=CC=CC=C1)O[Si](C)(C)C)(C)C (bis(trimethylsiloxy)phenylsilane), C(=C)[Si]1(O[Si](O[Si](O[Si](O1)(C)C=C)(C)C=C)(C)C=C)C (tetravinyltetramethylcyclotetrasiloxane), ( 0.105 ), C(C=C)N (allylamine). The product is NCCC[Si](C1=CC=CC=C1)(O[Si](C)(C)C)O[Si](C)(C)C (3-aminopropyl-bis(trimethylsiloxy)phenylsilane). Procedure details: A 100 ml flask was equipped with a magnetic stirrer, reflux condenser, pot thermometer, and a sampling port. The flask was loaded with 30 g (0.105 mole ) of bis(trimethylsiloxy)phenylsilane and 6 g (0.105 ) mole of allylamine and heated to reflux (79° C.). 180 μl of 3% Pt complexed with tetravinyltetramethylcyclotetrasiloxane were added. The mixture was heated to 125° C. and held for one hour. Thirty one grams (86%) of 3-aminopropyl-bis(trimethylsiloxy)phenylsilane were produced. None of the iso... Conditions: temperature 79 celsius, time 1 hour. RXN SMILES: [CH3:1][Si:2]([CH3:17])([CH3:16])[O:3][SiH:4]([O:11][Si:12]([CH3:15])([CH3:14])[CH3:13])[C:5]1[CH:10]=[CH:9][CH:8]=[CH:7][CH:6]=1.[CH2:18]([NH2:21])[CH:19]=[CH2:20].C([Si]1(C)O[Si](C=C)(C)O[Si](C=C)(C)O[Si](C=C)(C)O1)=C>>[NH2:21][CH2:18][CH2:19][CH2:20][Si:4]([O:11][Si:12]([CH3:15])([CH3:14])[CH3:13])([O:3][Si:2]([CH3:17])([CH3:16])[CH3:1])[C:5]1[CH:10]=[CH:9][CH:8]=[CH:7][CH:6]=1. Run in Pt. Starting materials: C(#N)C1=C(C=C(C=C1)N1N=C2C(C1C1CCCC1)COC=1C=C(C=CC12)C(=O)O)C (2-(4-cyano-3-methylphenyl)-3-cyclopentyl-2,3,3a,4-tetrahydrochromeno[4,3-c]pyrazole-7-carboxylic acid), CO.C(=O)=O (methanol carbon dioxide). Product: C(#N)C1=C(C=C(C=C1)N1N=C2[C@H]([C@H]1C1CCCC1)COC=1C=C(C=CC12)C(=O)O)C ((3R,3aS)-2-(4-cyano-3-methylphenyl)-3-cyclopentyl-2,3,3a,4-tetrahydrochromeno[4,3-c]pyrazole-7-carboxylic acid). As a reaction SMILES: [C:1]([C:3]1[CH:8]=[CH:7][C:6]([N:9]2[CH:13]([CH:14]3[CH2:18][CH2:17][CH2:16][CH2:15]3)[CH:12]3[CH2:19][O:20][C:21]4[CH:22]=[C:23]([C:27]([OH:29])=[O:28])[CH:24]=[CH:25][C:26]=4[C:11]3=[N:10]2)=[CH:5][C:4]=1[CH3:30])#[N:2].CO.C(=O)=O>>[C:1]([C:3]1[CH:8]=[CH:7][C:6]([N:9]2[C@H:13]([CH:14]3[CH2:15][CH2:16][CH2:17][CH2:18]3)[C@@H:12]3[CH2:19][O:20][C:21]4[CH:22]=[C:23]([C:27]([OH:29])=[O:28])[CH:24]=[CH:25][C:26]=4[C:11]3=[N:10]2)=[CH:5][C:4]=1[CH3:30])#[N:2] |f:1.2|. Procedure: The title compound was prepared from the 2-(4-cyano-3-methylphenyl)-3-cyclopentyl-2,3,3a,4-tetrahydrochromeno[4,3-c]pyrazole-7-carboxylic acid prepared in Example 61 using chiral resolution (e.g., Method G (Chiralcel OJ-H 30×250 mm; 60% methanol/carbon dioxide). Second eluting peak: tR=5.83 minutes (Chiralcel OJ-H 4.6×250 mm; 50% methanol/carbon dioxide). Reactants: CN, CC#N, CSC(=C[N+](=O)[O-])NCc1ccc(Cl)nc1. The product is CNC(=C[N+](=O)[O-])NCc1ccc(Cl)nc1. As a reaction SMILES: [CH3:17][NH2:18].[CH3:19][C:20]#[N:21].[Cl:1][c:2]1[cH:3][cH:4][c:5]([CH2:8][NH:9][C:10](=[CH:11][N+:12](=[O:13])[O-:14])[S:15][CH3:16])[cH:6][n:7]1>>[Cl:1][c:2]1[cH:3][cH:4][c:5]([CH2:8][NH:9][C:10](=[CH:11][N+:12](=[O:13])[O-:14])[NH:18][CH3:17])[cH:6][n:7]1. The reactants are COc1ccc(Br)cc1, C1CCOC1, [Li]CCCC, O=Cc1ccc(-c2ccccc2)s1. The product is COc1ccc(C(O)c2ccc(-c3ccccc3)s2)cc1. Reaction SMILES: [Br:1][c:2]1[cH:3][cH:4][c:5]([O:8][CH3:9])[cH:6][cH:7]1.[CH2:28]1[O:29][CH2:30][CH2:31][CH2:32]1.[CH3:10][CH2:11][CH2:12][CH2:13][Li:14].[c:15]1(-[c:21]2[cH:22][cH:23][c:24]([CH:26]=[O:27])[s:25]2)[cH:16][cH:17][cH:18][cH:19][cH:20]1>>[c:2]1([CH:26]([c:24]2[cH:23][cH:22][c:21](-[c:15]3[cH:16][cH:17][cH:18][cH:19][cH:20]3)[s:25]2)[OH:27])[cH:3][cH:4][c:5]([O:8][CH3:9])[cH:6][cH:7]1.